This data is from the Open Reaction Database (ORD), a public repository of structured organic reaction records. The task is: describe an organic reaction: reactants, conditions, products, and yield Starting materials: CO (Methanol), [OH-].[Na+] (sodium hydroxide), C(C)(C)C1SC=CN(C1=O)CC(=O)OC (methyl 2-{(2RS)-2-isopropyl-3-oxo-3,4-dihydro-2H-1,4-thiazin-4-yl}acetate), C(C)OCC (Diethyl ether). Run in O1CCCC1 (tetrahydrofuran). Conditions: time 15 minute. Yields the product C(C)(C)C1SC=CN(C1=O)CC(=O)O (2-{(2RS)-2-Isopropyl-3-oxo-3,4-dihydro-2H-1,4-thiazin-4-yl}acetic acid). As a reaction SMILES: CO.[OH-].[Na+].[CH:5]([CH:8]1[C:13](=[O:14])[N:12]([CH2:15][C:16]([O:18]C)=[O:17])[CH:11]=[CH:10][S:9]1)([CH3:7])[CH3:6].C(OCC)C>O1CCCC1>[CH:5]([CH:8]1[C:13](=[O:14])[N:12]([CH2:15][C:16]([OH:18])=[O:17])[CH:11]=[CH:10][S:9]1)([CH3:7])[CH3:6] |f:1.2|. Procedure details: Methanol (0.15 ml) and a 1 N aqueous sodium hydroxide solution (0.34 ml) are added to a solution of methyl 2-{(2RS)-2-isopropyl-3-oxo-3,4-dihydro-2H-1,4-thiazin-4-yl}acetate (70 mg, Reference compound No. 43-1) in tetrahydrofuran (0.15 ml) under ice cooling, then the temperature is raised to room temperature, and the mixture is stirred for 15 minutes. Diethyl ether is added to the reaction mixture, and the whole is extracted with water. 2 N Hydrochloric acid is added to the extract to acidify th...